From a dataset of the Open Reaction Database (ORD), a public repository of structured organic reaction records. describe an organic reaction: reactants, conditions, products, and yield Starting materials: FC1=C(C(=O)O)C=CC(=C1)C (2-Fluoro-4-methylbenzoic acid), BrBr (bromine), S(=S)(=O)([O-])[O-].[Na+].[Na+] (sodium thiosulphate). Reagents/catalysts: [Fe] (iron). Conditions: time 25 minute. Yields the product BrC=1C(=CC(=C(C(=O)O)C1)F)C (5-bromo-2-fluoro-4-methylbenzoic acid). As a reaction SMILES: [F:1][C:2]1[CH:10]=[C:9]([CH3:11])[CH:8]=[CH:7][C:3]=1[C:4]([OH:6])=[O:5].[Br:12]Br.S([O-])([O-])(=O)=S.[Na+].[Na+]>[Fe]>[Br:12][C:8]1[C:9]([CH3:11])=[CH:10][C:2]([F:1])=[C:3]([CH:7]=1)[C:4]([OH:6])=[O:5] |f:2.3.4|. Reported procedure: 2-Fluoro-4-methylbenzoic acid (244 mg) was added in portions to a mixture of bromine (1 ml) and iron powder (60 mg) and the reaction stirred in a sealed vial at room temperature for 25 minutes. The reaction was poured into aqueous sodium thiosulphate and extracted with ethyl acetate (x2). The combined extracts were washed with brine, dried (magnesium sulphate) and the solvent evaporated under vacuum. The residue was recrystallised from cyclohexane to give 5-bromo-2-fluoro-4-methylbenzoic acid.